This data is from the Open Reaction Database (ORD), a public repository of structured organic reaction records. The task is: describe an organic reaction: reactants, conditions, products, and yield The reactants are CC(=O)Nc1ccc(C#Cc2cc(C(=O)O)ccc2C)cn1, CN1CCN(Cc2ccc(N)cc2[Si](C)(C)C)CC1, c1ccncc1. Yields the product CC(=O)Nc1ccc(C#Cc2cc(C(=O)Nc3ccc(CN4CCN(C)CC4)c([Si](C)(C)C)c3)ccc2C)cn1. Reaction SMILES: [C:1]([CH3:2])(=[O:3])[NH:4][c:5]1[cH:6][cH:7][c:8]([C:11]#[C:12][c:13]2[cH:14][c:15]([C:16](=[O:17])[OH:18])[cH:19][cH:20][c:21]2[CH3:22])[cH:9][n:10]1.[CH3:23][N:24]1[CH2:25][CH2:26][N:27]([CH2:30][c:31]2[c:32]([Si:38]([CH3:39])([CH3:40])[CH3:41])[cH:33][c:34]([NH2:35])[cH:36][cH:37]2)[CH2:28][CH2:29]1.[cH:42]1[cH:43][cH:44][n:45][cH:46][cH:47]1>>[C:1]([CH3:2])(=[O:3])[NH:4][c:5]1[cH:6][cH:7][c:8]([C:11]#[C:12][c:13]2[cH:14][c:15]([C:16](=[O:18])[NH:35][c:34]3[cH:33][c:32]([Si:38]([CH3:39])([CH3:40])[CH3:41])[c:31]([CH2:30][N:27]4[CH2:26][CH2:25][N:24]([CH3:23])[CH2:29][CH2:28]4)[cH:37][cH:36]3)[cH:19][cH:20][c:21]2[CH3:22])[cH:9][n:10]1. Reactants: ClC1=C(NCC=2C(NC(=NC2)SC)=O)C(=CC=C1)Cl (5-(2,6-dichloroanilinomethyl)-2-methylthio-3H-pyrimidin-4-one), P(=O)(Cl)(Cl)Cl (phosphorus oxychloride). Reaction conditions: temperature 100 celsius. Product: ClC1=NC(=NC=C1CNC1=C(C=CC=C1Cl)Cl)SC (4-chloro-5-(2,6-dichloroanilinomethyl)-2-methylthiopyrimidine). Isolated yield 22.0%. Reaction SMILES: [Cl:1][C:2]1[CH:18]=[CH:17][CH:16]=[C:15]([Cl:19])[C:3]=1[NH:4][CH2:5][C:6]1[C:7](=O)[NH:8][C:9]([S:12][CH3:13])=[N:10][CH:11]=1.P(Cl)(Cl)([Cl:22])=O>>[Cl:22][C:7]1[C:6]([CH2:5][NH:4][C:3]2[C:2]([Cl:1])=[CH:18][CH:17]=[CH:16][C:15]=2[Cl:19])=[CH:11][N:10]=[C:9]([S:12][CH3:13])[N:8]=1. Procedure details: 13.6 g (43 mmol) of crude 5-(2,6-dichloroanilinomethyl)-2-methylthio-3H-pyrimidin-4-one was treated with 120 ml of phosphorus oxychloride and the mixture heated at 100° C. for 15 minutes then cooled. The mixture was evaporated and cautiously partitioned between 200 ml of ethyl acetate and 200 ml of water. The organic phase was dried over magnesium sulfate, filtered and evaporated. The product was purified by flash chromatography on silica gel eluting with diethyl ether/isohexane in a ratio of 1:... Reactants: C1(CCCCC1)C(=O)Cl (cyclohexanecarbonyl chloride), NC1(CCN(CC1)S(=O)(=O)C1=CC(=CC=C1)Cl)C#N (4-amino-1-(3-chloro-benzenesulfonyl)-piperidine-4-carbonitrile), C1(CCCCC1)C(=O)Cl (Cyclohexanecarbonyl chloride), C([O-])([O-])=O.[Na+].[Na+] (sodium carbonate). The solvent is C(Cl)(Cl)Cl (chloroform), C(Cl)(Cl)Cl (chloroform). Reaction conditions: time 2.5 hour. Product: ClC=1C=C(C=CC1)S(=O)(=O)N1CCC(CC1)(C#N)NC(=O)C1CCCCC1 (cyclohexanecarboxylic[1-(3-chloro-benzenesulfonyl)-4-cyano-piperidin-4-yl]-amide). Reaction SMILES: [CH:1]1([C:7](Cl)=[O:8])[CH2:6][CH2:5][CH2:4][CH2:3][CH2:2]1.[NH2:10][C:11]1([C:27]#[N:28])[CH2:16][CH2:15][N:14]([S:17]([C:20]2[CH:25]=[CH:24][CH:23]=[C:22]([Cl:26])[CH:21]=2)(=[O:19])=[O:18])[CH2:13][CH2:12]1.C(=O)([O-])[O-].[Na+].[Na+]>C(Cl)(Cl)Cl>[Cl:26][C:22]1[CH:21]=[C:20]([S:17]([N:14]2[CH2:13][CH2:12][C:11]([NH:10][C:7]([CH:1]3[CH2:6][CH2:5][CH2:4][CH2:3][CH2:2]3)=[O:8])([C:27]#[N:28])[CH2:16][CH2:15]2)(=[O:18])=[O:19])[CH:25]=[CH:24][CH:23]=1 |f:2.3.4|. Reported procedure: A solution of cyclohexanecarbonyl chloride (118 μL, 0.880 mmol) in chloroform (0.25 mL) was added to a mixed solution of 4-amino-1-(3-chloro-benzenesulfonyl)-piperidine-4-carbonitrile (120 mg, 0.400 mmol) in chloroform (1.25 mL) and a saturated aqueous sodium carbonate solution (1.25 mL), and the mixture was vigorously stirred at room temperature for 16 hours. Cyclohexanecarbonyl chloride (51 μL) was further added and the mixture was stirred for 2.5 hours. The organic layer and the aqueous layer... The reactants are NC1=NNC2=NC=NC(=C21)NC2=CC(=CC=C2)Cl (3-amino-4-(3-chlorophenylamino)-1H-pyrazolo[3,4-d]pyrimidine), C(C)(=O)O (acetic acid), S1C=NC=C1C1=CC=C(C=O)C=C1 (4-(thiazol-5-yl)-benzaldehyde). Run in CO (methanol). The product is ClC=1C=C(C=CC1)NC1=C2C(=NC=N1)NN=C2N=CC2=CC=C(C=C2)C2=CN=CS2 (4-(3-chloro-phenylamino)-3-[{4-(thiazol-5yl)-phenyl}-methyleneamino]-1H-pyrazolo[3,4-d]pyrimidine). Reaction SMILES: [NH2:1][C:2]1[C:10]2[C:5](=[N:6][CH:7]=[N:8][C:9]=2[NH:11][C:12]2[CH:17]=[CH:16][CH:15]=[C:14]([Cl:18])[CH:13]=2)[NH:4][N:3]=1.C(O)(=O)C.[S:23]1[C:27]([C:28]2[CH:35]=[CH:34][C:31]([CH:32]=O)=[CH:30][CH:29]=2)=[CH:26][N:25]=[CH:24]1>CO>[Cl:18][C:14]1[CH:13]=[C:12]([NH:11][C:9]2[N:8]=[CH:7][N:6]=[C:5]3[NH:4][N:3]=[C:2]([N:1]=[CH:32][C:31]4[CH:30]=[CH:29][C:28]([C:27]5[S:23][CH:24]=[N:25][CH:26]=5)=[CH:35][CH:34]=4)[C:10]=23)[CH:17]=[CH:16][CH:15]=1. Reported procedure: Analogously to Example 32, 521 mg (2.00 mmol) of 3-amino-4-(3-chlorophenylamino)-1H-pyrazolo[3,4-d]pyrimidine (see Step 1.6) and 343 μl of acetic acid are dissolved in 50 ml of methanol and reacted with 567 mg (3.0 mmol) of 4-(thiazol-5-yl)-benzaldehyde to form 4-(3-chloro-phenylamino)-3-[{4-(thiazol-5yl)-phenyl}-methyleneamino]-1H-pyrazolo[3,4-d]pyrimidine. Reduction of the above intermediate in 30 ml of DMEU with 16 ml (16 mmol) of DIBAL-H, analogous working-up and digestion in diethyl ether y... Starting materials: O=C1CC(NC(=O)OCc2ccccc2)C(=O)O1, CC(=O)[O-], COC(=O)C(N)Cc1ccccc1, CC(=O)O, Cl, [Na+], O. Yields the product COC(=O)C(Cc1ccccc1)NC(=O)C(CC(=O)O)NC(=O)OCc1ccccc1. As a reaction SMILES: [CH2:1]([c:2]1[cH:3][cH:4][cH:5][cH:6][cH:7]1)[O:8][C:9](=[O:10])[NH:11][CH:12]1[CH2:13][C:14](=[O:15])[O:16][C:17]1=[O:18].[CH3:20][C:21](=[O:22])[O-:23].[CH3:25][O:26][C:27]([CH:28]([NH2:29])[CH2:30][c:31]1[cH:32][cH:33][cH:34][cH:35][cH:36]1)=[O:37].[CH3:39][C:40](=[O:41])[OH:42].[ClH:24].[Na+:19].[OH2:38]>>[CH2:1]([c:2]1[cH:3][cH:4][cH:5][cH:6][cH:7]1)[O:8][C:9](=[O:10])[NH:11][CH:12]([CH2:13][C:14](=[O:15])[OH:16])[C:17](=[O:18])[NH:29][CH:28]([C:27]([O:26][CH3:25])=[O:37])[CH2:30][c:31]1[cH:32][cH:33][cH:34][cH:35][cH:36]1.